This data is from the Open Reaction Database (ORD), a public repository of structured organic reaction records. The task is: describe an organic reaction: reactants, conditions, products, and yield Starting materials: C=CC1=CC=CC=C1.CN(CCCN1C(C=CC1=O)=O)C (styrene N-(3-dimethylaminopropyl)maleimide), C(C1=CC=CC=C1)Cl (benzyl chloride). The solvent is CN(C=O)C (N,N-dimethylformamide). Conditions: time 16 hour. Yields the product C=CC1=CC=CC=C1.[Cl-].C(C1=CC=CC=C1)[N+](CCCN1C(C=CC1=O)=O)(C)C (styrene N-benzyl-N,N-dimethyl-N-(3-maleimidopropyl)ammonium chloride). RXN SMILES: [CH2:1]=[CH:2][C:3]1[CH:8]=[CH:7][CH:6]=[CH:5][CH:4]=1.[CH3:9][N:10]([CH3:21])[CH2:11][CH2:12][CH2:13][N:14]1[C:18](=[O:19])[CH:17]=[CH:16][C:15]1=[O:20].[CH2:22]([Cl:29])[C:23]1[CH:28]=[CH:27][CH:26]=[CH:25][CH:24]=1>CN(C)C=O>[CH2:1]=[CH:2][C:3]1[CH:8]=[CH:7][CH:6]=[CH:5][CH:4]=1.[Cl-:29].[CH2:22]([N+:10]([CH3:9])([CH3:21])[CH2:11][CH2:12][CH2:13][N:14]1[C:15](=[O:20])[CH:16]=[CH:17][C:18]1=[O:19])[C:23]1[CH:28]=[CH:27][CH:26]=[CH:25][CH:24]=1 |f:0.1,4.5.6|. Procedure details: The polymer prepared in Example XIII above (110 g) is dissolved in 1100 ml of N,N-dimethylformamide and 100 g of benzyl chloride is added rapidly with stirring. After standing about 16 hours, the mixture is heated 2 hours on a steam bath. The product is precipitated in acetone, washed twice with acetone and dried under vacuum. The solid is redissolved in methanol, reprecipitated in dioxane, washed with acetone, and vacuum-dried to yield about 130 g of off-white solid. Starting materials: CC(C)(C)OC(=O)N1CCCC1CO, CCOC(=O)N=NC(=O)OCC, C1CCOC1, N#CCc1cccc(O)c1, c1ccc(P(c2ccccc2)c2ccccc2)cc1. Yields the product CC(C)(C)OC(=O)N1CCCC1COc1cccc(CC#N)c1. Reaction SMILES: [C:42](=[O:43])([O:44][C:45]([CH3:46])([CH3:47])[CH3:48])[N:49]1[CH:50]([CH2:51][OH:52])[CH2:53][CH2:54][CH2:55]1.[O:1]=[C:2]([O:3][CH2:4][CH3:5])[N:6]=[N:7][C:8]([O:9][CH2:10][CH3:11])=[O:12].[O:56]1[CH2:57][CH2:58][CH2:59][CH2:60]1.[OH:13][c:14]1[cH:15][c:16]([CH2:20][C:21]#[N:22])[cH:17][cH:18][cH:19]1.[c:23]1([P:24]([c:25]2[cH:26][cH:27][cH:28][cH:29][cH:30]2)[c:31]2[cH:32][cH:33][cH:34][cH:35][cH:36]2)[cH:37][cH:38][cH:39][cH:40][cH:41]1>>[O:13]([c:14]1[cH:15][c:16]([CH2:20][C:21]#[N:22])[cH:17][cH:18][cH:19]1)[CH2:51][CH:50]1[N:49]([C:42](=[O:43])[O:44][C:45]([CH3:46])([CH3:47])[CH3:48])[CH2:55][CH2:54][CH2:53]1. The reactants are ClC=1C=C(C=CC1Cl)C1CCC(C2=CC=CC=C12)=NC (N-[4-(3,4-dichlorophenyl)-3,4-dihydro-1(2H)naphthalenylidene]methanamine), ClC1=C(C=CC=C1)C (o-chlorotoluene), [H][H] (hydrogen). The reagents and catalysts are [Ni] (Raney Nickel). Solvent: CO (methanol). Yields the product CN[C@H]1CC[C@H](C2=C1C=CC=C2)C=3C=CC(=C(C3)Cl)Cl (Sertraline). Yield: 0.8%. As a reaction SMILES: [Cl:1][C:2]1[CH:3]=[C:4]([CH:9]2[C:18]3[C:13](=[CH:14][CH:15]=[CH:16][CH:17]=3)[C:12](=[N:19][CH3:20])[CH2:11][CH2:10]2)[CH:5]=[CH:6][C:7]=1[Cl:8].ClC1C=CC=CC=1C.[H][H]>[Ni].CO>[CH3:20][NH:19][C@@H:12]1[C:13]2[CH:14]=[CH:15][CH:16]=[CH:17][C:18]=2[C@H:9]([C:4]2[CH:5]=[CH:6][C:7]([Cl:8])=[C:2]([Cl:1])[CH:3]=2)[CH2:10][CH2:11]1. Procedure: N-[4-(3,4-dichlorophenyl)-3,4-dihydro-1(2H)naphthalenylidene]methanamine (Ketimine) (50 g), methanol (300 ml), Raney Nickel (0.15 g wet basis) and o-chlorotoluene (50 ml) are charged into a reaction vessel. The mixture is hydrogenated at 5 to 6 kg/cm2 over pressure of hydrogen for 6 to 7 hrs at about 28 to 30° C. The catalyst is removed by filtration and the cake is washed with 50 ml methanol. The amount of dehalogenated by product is <0.1%. Sertraline racemate free base thus formed is treated w... Starting materials: CC1=CC(CS(=O)(N)=O)=NO1, OB(O)C1=CC=C(C(F)(F)F)C=C1. The reagents and catalysts are [F-].[Cs+], CC(=O)[O-].CC(=O)[O-].[Cu+2]. The solvent is ClCCCl, ClCCCl. Conditions: temperature 60 celsius, time 18 hour. Yields the product CC1=CC(CS(=O)(NC2=CC=C(C(F)(F)F)C=C2)=O)=NO1, CC1=CC(CS(=O)(N(C2=CC=C(C(F)(F)F)C=C2)C3=CC=C(C(F)(F)F)C=C3)=O)=NO1. The yield is 7.9%. Procedure details: Reactions were run in 8 x 30 mm glass vial inserts in 96 well-plate Para-dox Aluminum Reaction Blocks. The reaction components were dosed according to the design shown in Figure S2 and Figure S3. First, the catalysts (2 umol per vial) and solid bases (20 umol per vial) were added by dosing 50 uL each of a stock solution in 1,2-dichloroethane (40 mM for catalysts, 0.4 M for bases) via single-channel pipette. The 1,2-dichloroethane was then removed via centrifugal evaporation using a Genevac EZ-2 ...